This data is from the Open Reaction Database (ORD), a public repository of structured organic reaction records. The task is: describe an organic reaction: reactants, conditions, products, and yield Starting materials: C1CCCCC1, ClCCl, CC(C)=C(C=O)CC(=O)OC(C)(C)C, O=C(O)C(F)(F)F. The product is CC(C)=C(C=O)CC(=O)O. RXN SMILES: [CH2:22]1[CH2:23][CH2:24][CH2:25][CH2:26][CH2:27]1.[CH2:28]([Cl:29])[Cl:30].[CH3:1][C:2](=[C:3]([CH2:4][C:5](=[O:6])[O:7][C:8]([CH3:9])([CH3:10])[CH3:11])[CH:12]=[O:13])[CH3:14].[OH:15][C:16]([C:17]([F:18])([F:19])[F:20])=[O:21]>>[CH3:1][C:2](=[C:3]([CH2:4][C:5](=[O:6])[OH:7])[CH:12]=[O:13])[CH3:14]. The reactants are O.[O-2].[O-2].[O-2].O=[Si]=O.O=[Si]=O.O=[Si]=O.O=[Si]=O.[Al+3].[Al+3] (montmorillonite K10), S(O)(O)(=O)=O (sulfuric acid), O.[O-2].[O-2].[O-2].O=[Si]=O.O=[Si]=O.O=[Si]=O.O=[Si]=O.[Al+3].[Al+3] (Montmorillonite K10), CC(C=C)CCCC(C)C (3,7-dimethyloctene). The solvent is O (water). The product is CC(C)CCCC(CC)C (DMO), CCCCCCCCCCCCCCCC (Cetane), 45. Reaction SMILES: O.[O-2].[O-2].[O-2].O=[Si]=O.O=[Si]=O.O=[Si]=O.O=[Si]=O.[Al+3].[Al+3].S(=O)(=O)(O)O.[CH3:24][CH:25]([CH2:28][CH2:29][CH2:30][CH:31]([CH3:33])[CH3:32])[CH:26]=[CH2:27]>O>[CH3:32][CH:31]([CH2:30][CH2:29][CH2:28][CH:25]([CH3:24])[CH2:26][CH3:27])[CH3:33].[CH3:33][CH2:31][CH2:30][CH2:29][CH2:28][CH2:25][CH2:26][CH2:27][CH2:33][CH2:31][CH2:30][CH2:29][CH2:28][CH2:25][CH2:26][CH3:27] |f:0.1.2.3.4.5.6.7.8.9|. Reported procedure: Montmorillonite K10 Dehydration/Oligomerization. In using the clay montmorillonite K10 as the acid catalyst for dehydration of THL it was discovered that azeotropic distillation facilitates removal of the water and is required for rapid and complete reaction. Other solid acid catalysts work for this reaction as well as water soluble acid catalysts such as concentrated sulfuric acid. The combination of acid catalyst and water removal leads to a very effective dehydration of the monoterpene THL. A... Starting materials: [NH4+].[Cl-] (NH4Cl), C(CC=C)[Mg]Br (3-butenylmagnesium bromide), C(C)(C)(C)OC(=O)N1C(OC[C@H]1C=O)(C)C ((S)-4-formyl-2,2-dimethyloxazolidine-3-carboxylic acid tert-butyl ester). Run in C1CCOC1 (THF), C1CCOC1 (THF), O (water). Conditions: temperature -78 celsius, time 8 hour. The product is C(C)(C)(C)OC(=O)N1C(OCC1C(CCC=C)O)(C)C (4-(1-Hydroxypent-4-enyl)-2,2-dimethyloxazolidine-3-carboxylic acid tert-butyl ester). RXN SMILES: [C:1]([O:5][C:6]([N:8]1[C@H:12]([CH:13]=[O:14])[CH2:11][O:10][C:9]1([CH3:16])[CH3:15])=[O:7])([CH3:4])([CH3:3])[CH3:2].[CH2:17]([Mg]Br)[CH2:18][CH:19]=[CH2:20].[NH4+].[Cl-]>C1COCC1.O>[C:1]([O:5][C:6]([N:8]1[CH:12]([CH:13]([OH:14])[CH2:20][CH2:19][CH:18]=[CH2:17])[CH2:11][O:10][C:9]1([CH3:16])[CH3:15])=[O:7])([CH3:4])([CH3:3])[CH3:2] |f:2.3|. Procedure: 5 g (21.81 mmol) of (S)-4-formyl-2,2-dimethyloxazolidine-3-carboxylic acid tert-butyl ester are dissolved in 33 ml of THF, placed under argon and cooled to −78° C. 43.62 ml (21.81 mmol) of a 0.5 M 3-butenylmagnesium bromide solution in THF are added dropwise. The mixture is stirred further at room temperature overnight. After TLC check, about 90 ml of a saturated NH4Cl solution are added to the mixture with cooling, the mixture is stirred further overnight and diluted with about 50 ml of water. ... The reactants are FC1=CC(=C(C(=O)OC)C=C1)O (Methyl 4-fluoro-2-hydroxybenzoate), C(C1=CC=CC=C1)Br (benzyl bromide), C([O-])([O-])=O.[Cs+].[Cs+] (cesium carbonate). Procedure: Methyl 4-fluoro-2-hydroxybenzoate (2.00 g), benzyl bromide (1.54 mL), and cesium carbonate (4.60 g) in N,N-dimethylformamide (50 mL) were stirred for 24 hours. The reaction was taken up in ether and washed with 3×1M NaOH solution, and brine, then concentrated to give the pure product. Reaction SMILES: [F:1][C:2]1[CH:11]=[CH:10][C:5]([C:6]([O:8][CH3:9])=[O:7])=[C:4]([OH:12])[CH:3]=1.[CH2:13](Br)[C:14]1[CH:19]=[CH:18][CH:17]=[CH:16][CH:15]=1.C(=O)([O-])[O-].[Cs+].[Cs+]>CN(C)C=O.CCOCC>[CH2:13]([O:12][C:4]1[CH:3]=[C:2]([F:1])[CH:11]=[CH:10][C:5]=1[C:6]([O:8][CH3:9])=[O:7])[C:14]1[CH:19]=[CH:18][CH:17]=[CH:16][CH:15]=1 |f:2.3.4|. Solvent: CN(C=O)C (N,N-dimethylformamide), CCOCC (ether). Yields the product C(C1=CC=CC=C1)OC1=C(C(=O)OC)C=CC(=C1)F (methyl 2-(benzyloxy)-4-fluorobenzoate). Starting materials: CCN(CC)CCN1CCCc2[nH]c(C(=O)OC(C)(C)C)c(C)c2C1=O, CCOC(OCC)OCC, O=C(O)C(F)(F)F. Yields the product CCN(CC)CCN1CCCc2[nH]c(C=O)c(C)c2C1=O. RXN SMILES: [C:1]([CH3:3])([CH3:4])([O:5][C:6](=[O:2])[c:8]1[c:9]([CH3:26])[c:10]2[c:16]([nH:17]1)[CH2:15][CH2:14][CH2:13][N:12]([CH2:18][CH2:19][N:20]([CH2:21][CH3:22])[CH2:23][CH3:24])[C:11]2=[O:25])[CH3:7].[CH2:34]([O:35][CH:36]([O:37][CH2:38][CH3:39])[O:40][CH2:41][CH3:42])[CH3:43].[OH:27][C:28]([C:29]([F:30])([F:31])[F:32])=[O:33]>>[O:5]=[CH:6][c:8]1[c:9]([CH3:26])[c:10]2[c:16]([nH:17]1)[CH2:15][CH2:14][CH2:13][N:12]([CH2:18][CH2:19][N:20]([CH2:21][CH3:22])[CH2:23][CH3:24])[C:11]2=[O:25]. Starting materials: C=CCBr, CN(C)C=O, CC(C)CCCC(C)O, [H-], [Na+], O. Product: C=CCOC(C)CCCC(C)C. Reaction SMILES: [CH2:12]([CH:13]=[CH2:14])[Br:15].[CH3:17][N:18]([CH3:19])[CH:20]=[O:21].[CH3:3][CH:4]([CH2:5][CH2:6][CH2:7][CH:8]([CH3:9])[OH:10])[CH3:11].[H-:1].[Na+:2].[OH2:16]>>[CH3:3][CH:4]([CH2:5][CH2:6][CH2:7][CH:8]([CH3:9])[O:10][CH2:14][CH:13]=[CH2:12])[CH3:11]. Reactants: C1(=CC=CC=C1)COC(NC(C(NN1C=CC=C1)=O)CO)=O ((±)-phenylmethyl-[1-(hydroxymethyl)-2-oxo-2-(1H-pyrrol-1-ylamino)ethyl]carbamate), C(C)(=O)OC(C)=O (acetic anhydride), N1=CC=CC=C1 (pyridine). Solvent: ClCCl (dichloromethane), CN(C=O)C (dimethylformamide). Run at time 8 hour. Yields the product C1(=CC=CC=C1)COC(NC(C(NN1C=CC=C1)=O)COC(C)=O)=O ((±)-Phenylmethyl-[1-(acetyloxymethyl)-2-oxo-2-(1H-pyrrol-1-ylamino)ethyl]carbamate). Yield: 44.0%. RXN SMILES: [C:1]1([CH2:7][O:8][C:9](=[O:22])[NH:10][CH:11]([CH2:20][OH:21])[C:12](=[O:19])[NH:13][N:14]2[CH:18]=[CH:17][CH:16]=[CH:15]2)[CH:6]=[CH:5][CH:4]=[CH:3][CH:2]=1.[C:23](OC(=O)C)(=[O:25])[CH3:24].N1C=CC=CC=1>ClCCl.CN(C)C=O>[C:1]1([CH2:7][O:8][C:9](=[O:22])[NH:10][CH:11]([CH2:20][O:21][C:23](=[O:25])[CH3:24])[C:12](=[O:19])[NH:13][N:14]2[CH:15]=[CH:16][CH:17]=[CH:18]2)[CH:6]=[CH:5][CH:4]=[CH:3][CH:2]=1. Reported procedure: To a stirred solution of (±)-phenylmethyl-[1-(hydroxymethyl)-2-oxo-2-(1H-pyrrol-1-ylamino)ethyl]carbamate (4.26 g) in 100 ml of dichloromethane and 20 ml of dimethylformamide were added acetic anhydride (3.0 ml) and pyridine (2.5 ml). The reaction mixture was stirred overnight at room temperature and then combined with the product from a 5.41 mmol scale reaction which was performed under the same conditions. The reaction mixture was washed with 5% citric acid and water, and dried over magnesium ...